Dataset: the Open Reaction Database (ORD), a public repository of structured organic reaction records. Task: describe an organic reaction: reactants, conditions, products, and yield Starting materials: ClCC1=C(C(=CC=C1)OCCOC)OCCOC (1-(chloromethyl)-2,3-bis{[2-(methyloxy)ethyl]oxy}benzene), [C-]#N.[K+] (potassium cyanide), C(C)(=O)OCC (ethyl acetate). Solvent: CN(C)C=O (DMF). Run at temperature 70 celsius, time 17 hour. Product: COCCOC1=C(C=CC=C1OCCOC)CC#N ((2,3-bis{[2-(methyloxy)ethyl]oxy}phenyl)acetonitrile). The yield is 84.6%. Reaction SMILES: Cl[CH2:2][C:3]1[CH:8]=[CH:7][CH:6]=[C:5]([O:9][CH2:10][CH2:11][O:12][CH3:13])[C:4]=1[O:14][CH2:15][CH2:16][O:17][CH3:18].[C-:19]#[N:20].[K+].C(OCC)(=O)C>CN(C=O)C>[CH3:18][O:17][CH2:16][CH2:15][O:14][C:4]1[C:5]([O:9][CH2:10][CH2:11][O:12][CH3:13])=[CH:6][CH:7]=[CH:8][C:3]=1[CH2:2][C:19]#[N:20] |f:1.2|. Procedure: A mixture of 1-(chloromethyl)-2,3-bis{[2-(methyloxy)ethyl]oxy}benzene (1.15 g, 4.19 mmol) and potassium cyanide (0.82 g, 12.56 mmol) in DMF (10 mL) was stirred at 70° C. for 17 h. After cooling to rt, ethyl acetate (100 mL) was added, and the mixture was washed with sat. sodium bicarbonate (30 mL), 5% aqueous LiCl (2×30 mL), and brine (30 mL), dried with sodium sulfate, and concentrated. Column chromatography on silica (2:1 hexanes/ethyl acetate) afforded (2,3-bis{[2-(methyloxy)ethyl]oxy}phenyl)...